This data is from the Open Reaction Database (ORD), a public repository of structured organic reaction records. The task is: describe an organic reaction: reactants, conditions, products, and yield The reactants are Cc1ccccc1OCC(=O)O, CCN(C(C)C)C(C)C, [Cl-], Nc1ccc(-c2nc3cc(Cl)ccc3o2)c(Cl)c1. Yields the product Cc1ccccc1OCC(=O)Nc1ccc(-c2nc3cc(Cl)ccc3o2)c(Cl)c1. As a reaction SMILES: [CH3:2][c:3]1[c:4]([O:5][CH2:6][C:7](=[O:8])[OH:9])[cH:10][cH:11][cH:12][cH:13]1.[CH:32]([N:33]([CH:34]([CH3:35])[CH3:36])[CH2:37][CH3:38])([CH3:39])[CH3:40].[Cl-:1].[Cl:14][c:15]1[cH:16][c:17]([NH2:18])[cH:19][cH:20][c:21]1-[c:22]1[o:23][c:24]2[c:25]([n:26]1)[cH:27][c:28]([Cl:31])[cH:29][cH:30]2>>[CH3:2][c:3]1[c:4]([O:5][CH2:6][C:7](=[O:9])[NH:18][c:17]2[cH:16][c:15]([Cl:14])[c:21](-[c:22]3[o:23][c:24]4[c:25]([n:26]3)[cH:27][c:28]([Cl:31])[cH:29][cH:30]4)[cH:20][cH:19]2)[cH:10][cH:11][cH:12][cH:13]1. Starting materials: COC(C1=C(C=C(C(=C1)C(C)C)OC)OC)=O (5-Isopropyl-2,4-dimethoxy-benzoic acid methyl ester), [OH-].[Na+] (NaOH), Cl (HCl). Run in O (water), CCOC(=O)C (EtOAc), C1CCOC1 (THF), O (water). Yields the product C(C)(C)C=1C(=CC(=C(C(=O)O)C1)OC)OC (5-isopropyl-2,4-dimethoxy-benzoic acid), solid. RXN SMILES: C[O:2][C:3](=[O:17])[C:4]1[CH:9]=[C:8]([CH:10]([CH3:12])[CH3:11])[C:7]([O:13][CH3:14])=[CH:6][C:5]=1[O:15][CH3:16].[OH-].[Na+].Cl>C1COCC1.O.CCOC(C)=O>[CH:10]([C:8]1[C:7]([O:13][CH3:14])=[CH:6][C:5]([O:15][CH3:16])=[C:4]([CH:9]=1)[C:3]([OH:17])=[O:2])([CH3:12])[CH3:11] |f:1.2|. Procedure: 5-Isopropyl-2,4-dimethoxy-benzoic acid methyl ester (5.5 g, 23.1 mmol) and NaOH (1.38 g, 34.6 mmol) in THF (46 ml) and water (46 ml) was warmed to 50° C. overnight. The reaction was cooled and diluted with water and EtOAc. The aqueous layer was neutralised with HCl (1N, aq.). The product was extracted with EtOAc (×3) and the combined organic layers were washed with brine and dried over MgSO4. The product was filtered and evaporated to dryness to yield 5-isopropyl-2,4-dimethoxy-benzoic acid as a ... The reactants are C(C)(C)(C)OC(=O)N1CC(C(CC1)N1C(S\C(\C1=O)=C/C=1C=C2C=NN(C2=CC1)CC1=C(C=C(C=C1)Cl)C(F)(F)F)=O)O ((5Z)-4-{5-[1-(4-chloro-2-trifluoromethylbenzyl)-1H-indazol-5-ylmethylene]-2,4-dioxothiazolidin-3-yl}-3-hydroxypiperidine-1-carboxylic acid tert-butyl ester), CC(=O)OI1(C=2C=CC=CC2C(=O)O1)(OC(=O)C)OC(=O)C (Dess-Martin periodinane), C(=O)(C(F)(F)F)O.C(Cl)Cl (TFA DCM). Solvent: C(Cl)Cl (DCM). Conditions: time 18 hour. Yields the product ClC1=CC(=C(CN2N=CC3=CC(=CC=C23)\C=C/2\C(N(C(S2)=O)C2C(CNCC2)=O)=O)C=C1)C(F)(F)F ((5Z)-5-({1-[4-Chloro-2-(trifluoromethyl)benzyl]-1H-indazol-5-yl}methylidene)-3-(3-oxopiperidin-4-yl)-1,3-thiazolidine-2,4-dione). Reaction SMILES: C(OC([N:8]1[CH2:13][CH2:12][CH:11]([N:14]2[C:18](=[O:19])/[C:17](=[CH:20]/[C:21]3[CH:22]=[C:23]4[C:27](=[CH:28][CH:29]=3)[N:26]([CH2:30][C:31]3[CH:36]=[CH:35][C:34]([Cl:37])=[CH:33][C:32]=3[C:38]([F:41])([F:40])[F:39])[N:25]=[CH:24]4)/[S:16][C:15]2=[O:42])[CH:10]([OH:43])[CH2:9]1)=O)(C)(C)C.CC(OI1(OC(C)=O)(OC(C)=O)OC(=O)C2C=CC=CC1=2)=O.C(O)(C(F)(F)F)=O.C(Cl)Cl>C(Cl)Cl>[Cl:37][C:34]1[CH:35]=[CH:36][C:31]([CH2:30][N:26]2[C:27]3[C:23](=[CH:22][C:21](/[CH:20]=[C:17]4/[C:18](=[O:19])[N:14]([CH:11]5[CH2:12][CH2:13][NH:8][CH2:9][C:10]5=[O:43])[C:15](=[O:42])[S:16]/4)=[CH:29][CH:28]=3)[CH:24]=[N:25]2)=[C:32]([C:38]([F:41])([F:40])[F:39])[CH:33]=1 |f:2.3|. Procedure details: To a solution of (5Z)-4-{5-[1-(4-chloro-2-trifluoromethylbenzyl)-1H-indazol-5-ylmethylene]-2,4-dioxothiazolidin-3-yl}-3-hydroxypiperidine-1-carboxylic acid tert-butyl ester (0.13 mmol) in DCM (2 mL) was added Dess-Martin periodinane powder (0.16 mmol). The mixture was stirred at rt for 18 h, then purified by silica gel chromatography (0-30% EtOAc/hexanes). The product was obtained as pale yellow solid, which was treated with TFA/DCM following General Procedure M to afford the title compound. Reactants: FC1=C(C=CC(=C1F)F)[N+](=O)[O-] (2,3,4-Trifluoronitrobenzene), C(C(=O)C)(=O)O (pyruvic acid), [H][H] (hydrogen). Reagents/catalysts: [Pd] (Pd—C). Run in C(C)(C)O (isopropanol). Product: FC1=C(NC(C(=O)O)C)C=CC(=C1F)F (2-(2,3,4-Trifluoroanilino)propionic acid). The yield is 98.1%. Reaction SMILES: [F:1][C:2]1[C:7]([F:8])=[C:6]([F:9])[CH:5]=[CH:4][C:3]=1[N+:10]([O-])=O.[C:13]([OH:18])(=[O:17])[C:14]([CH3:16])=O.[H][H]>C(O)(C)C.[Pd]>[F:1][C:2]1[C:7]([F:8])=[C:6]([F:9])[CH:5]=[CH:4][C:3]=1[NH:10][CH:14]([CH3:16])[C:13]([OH:18])=[O:17]. Procedure details: 2,3,4-Trifluoronitrobenzene (5.03 g) and pyruvic acid (2.75 g) were dissolved in isopropanol (IPA; 40 ml). After adding 10% Pd—C (0.21 g), the mixture was stirred at 40° C. under atmospheric pressure in a hydrogen atmosphere for 3 hours. After filtering off Pd—C, the obtained filtrate was concentrated under reduced pressure. Thus the title compound (6.11 g) was obtained as colorless crystals. Various spectral data of this product was identical with those of a specimen synthesized separately. Reactants: C([O-])([O-])=O.[Cs+].[Cs+] (Cesium carbonate), BrC(C(=O)OC(C)(C)C)CCBr (tert-butyl 2,4-dibromobutyrate), C(C1=CC=CC=C1)OC(=O)NNC(=O)OCC1=CC=CC=C1 (bis(benzyloxycarbonyl)hydrazine). RXN SMILES: [CH2:1]([O:8][C:9]([NH:11][NH:12][C:13]([O:15][CH2:16][C:17]1[CH:22]=[CH:21][CH:20]=[CH:19][CH:18]=1)=[O:14])=[O:10])[C:2]1[CH:7]=[CH:6][CH:5]=[CH:4][CH:3]=1.C(=O)([O-])[O-].[Cs+].[Cs+].Br[CH:30]([CH2:38][CH2:39]Br)[C:31]([O:33][C:34]([CH3:37])([CH3:36])[CH3:35])=[O:32]>C(#N)C>[N:11]1([C:9]([O:8][CH2:1][C:2]2[CH:3]=[CH:4][CH:5]=[CH:6][CH:7]=2)=[O:10])[CH2:39][CH2:38][CH:30]([C:31]([O:33][C:34]([CH3:37])([CH3:36])[CH3:35])=[O:32])[N:12]1[C:13]([O:15][CH2:16][C:17]1[CH:22]=[CH:21][CH:20]=[CH:19][CH:18]=1)=[O:14] |f:1.2.3|. Reaction conditions: temperature 50 celsius. The yield is 102.8%. Reported procedure: A solution of bis(benzyloxycarbonyl)hydrazine (2.65 g, 8.83 mol) in acetonitrile (30 L) was charged into 100 L-reactor. Cesium carbonate (6.00 kg, 18.4 mol) and tert-butyl 2,4-dibromobutyrate (2.65 kg, 8.83 mol) were added into the above solution. The mixture solution was heated at 50° C. for 2.5 h until the two starting materials were completely consumed. The mixture solution was cooled to room temperature. A filtration was performed to remove some undissolved materials. The filtrate was concen... Product: N1(N(C(CC1)C(=O)OC(C)(C)C)C(=O)OCC1=CC=CC=C1)C(=O)OCC1=CC=CC=C1 (3-(1,1-Dimethylethyl) 1,2-bis(phenylmethyl) 1,2,3-pyrazolidinetricarboxylate). Run in C(C)#N (acetonitrile). The reactants are C1(=CC=C(C=C1)S(=O)(=O)N1CCOCCN(CCN(CCN(CC1)S(=O)(=O)C1=CC=C(C=C1)C)S(=O)(=O)C1=CC=C(C=C1)C)S(=O)(=O)C1=CC=C(C=C1)C)C (4,7,10,13-tetra(p-toluenesulfonyl)-1-oxa-4,7,10,13-tetraazacyclopentadecane), C(C)O (ethanol), Example 17A, OS(=O)(=O)O (H2SO4). Solvent: C(C)OCC (ethyl ether). Conditions: temperature 100 celsius, time 70 hour. Yields the product O1CCNCCNCCNCCNCC1 (1-oxa-4,7,10,13-tetraazacyclopentadecane). Isolated yield 17.0%. Reaction SMILES: C1(C)C=CC(S([N:10]2[CH2:24][CH2:23][N:22](S(C3C=CC(C)=CC=3)(=O)=O)[CH2:21][CH2:20][N:19](S(C3C=CC(C)=CC=3)(=O)=O)[CH2:18][CH2:17][N:16](S(C3C=CC(C)=CC=3)(=O)=O)[CH2:15][CH2:14][O:13][CH2:12][CH2:11]2)(=O)=O)=CC=1.OS(O)(=O)=O.C(O)C>C(OCC)C>[O:13]1[CH2:14][CH2:15][NH:16][CH2:17][CH2:18][NH:19][CH2:20][CH2:21][NH:22][CH2:23][CH2:24][NH:10][CH2:11][CH2:12]1. Procedure details: A mixture of 4,7,10,13-tetra(p-toluenesulfonyl)-1-oxa-4,7,10,13-tetraazacyclopentadecane prepared as in Example 17A (10.9 g, 0.0131 mole) and concentrated H2SO4 (70 ml) was heated at 100° C. with stirring under a dry argon atmosphere for 70 h. To the resulting brown solution, ethanol (140 ml) was added dropwise with stirring at 5° C., followed by ethyl ether (340 ml). The gummy brown solid was filtered and dissolved in H2O (100 ml). The pH of the solution was adjusted to 10 with 10N NaOH and the... Reactants: O.CC1(OCC(CO1)COC1=C(C(=NC=C1C)CO)C)C ((4-(2,2-dimethyl-1,3-dioxan-5-yl)methoxy-3,5-dimethylpyridin-2-yl)methanol monohydrate). Solvent: C1(=CC=CC=C1)C (toluene), C1(=CC=CC=C1)C (toluene), C1(=CC=CC=C1)C (toluene). Yields the product CC1(OCC(CO1)COC1=C(C(=NC=C1C)CO)C)C ((4-(2,2-dimethyl-1,3-dioxan-5-yl)methoxy-3,5-dimethylpyridin-2-yl)methanol). As a reaction SMILES: O.[CH3:2][C:3]1([CH3:21])[O:8][CH2:7][CH:6]([CH2:9][O:10][C:11]2[C:16]([CH3:17])=[CH:15][N:14]=[C:13]([CH2:18][OH:19])[C:12]=2[CH3:20])[CH2:5][O:4]1>C1(C)C=CC=CC=1>[CH3:2][C:3]1([CH3:21])[O:8][CH2:7][CH:6]([CH2:9][O:10][C:11]2[C:16]([CH3:17])=[CH:15][N:14]=[C:13]([CH2:18][OH:19])[C:12]=2[CH3:20])[CH2:5][O:4]1 |f:0.1|. Procedure details: To (4-(2,2-dimethyl-1,3-dioxan-5-yl)methoxy-3,5-dimethylpyridin-2-yl)methanol monohydrate (690 g), toluene was added to perform azeotropic dehydration (2.1 L×5, 1.75 L×1). To the concentrated product obtained, toluene (393 mL) was added to obtain a toluene solution (921 g) of (4-(2,2-dimethyl-1,3-dioxan-5-yl)methoxy-3,5-dimethylpyridin-2-yl)methanol.